From a dataset of the Open Reaction Database (ORD), a public repository of structured organic reaction records. describe an organic reaction: reactants, conditions, products, and yield The reactants are C(C)OC(CCCOC1=CC=C(C=C1)C1=CCCCCC1)=O (4-[p-(1-cycloheptenyl)-phenoxy]-butyric acid ethyl ester). Solvent: C(C)O.O (ethanol water). Product: C1(=CCCCCC1)C1=CC=C(OCCCC(=O)O)C=C1 (4-[p-(1-cycloheptenyl)-phenoxy]-butyric acid). As a reaction SMILES: C([O:3][C:4](=[O:22])[CH2:5][CH2:6][CH2:7][O:8][C:9]1[CH:14]=[CH:13][C:12]([C:15]2[CH2:21][CH2:20][CH2:19][CH2:18][CH2:17][CH:16]=2)=[CH:11][CH:10]=1)C>C(O)C.O>[C:15]1([C:12]2[CH:11]=[CH:10][C:9]([O:8][CH2:7][CH2:6][CH2:5][C:4]([OH:22])=[O:3])=[CH:14][CH:13]=2)[CH2:21][CH2:20][CH2:19][CH2:18][CH2:17][CH:16]=1 |f:1.2|. Reported procedure: Analogously to the process described in Example 2, using 9.7 g of 4-[p-(1-cycloheptenyl)-phenoxy]-butyric acid ethyl ester as the starting material gives 4-[p-(1-cycloheptenyl)-phenoxy]-butyric acid of melting point 87° -88° C (from ethanol-water). Reactants: NC=1N=C(C2=C(N1)N=CC(=C2)C=O)N (2,4-Diaminopyrido[2,3-d]pyrimidine-6-carboxaldehyde), NC1=CC=C(C(=O)N[C@@H](CCC(=O)OCC)C(=O)OCC)C=C1 (diethyl p-aminobenzoyl-L-glutamate). Reagents/catalysts: [Ni] (Raney nickel). Solvent: C(C)(=O)O (acetic acid). Run at time 17 hour. Product: NC=1N=C(C2=C(N1)N=CC(=C2)CNC2=CC=C(C(=O)N[C@@H](CCC(=O)OCC)C(=O)OCC)C=C2)N (Diethyl N-[4-[(2,4-diaminopyrido[2,3-d]pyrimidin-6-yl)methylamino]benzoyl]-L-glutamate). As a reaction SMILES: [NH2:1][C:2]1[N:3]=[C:4]([NH2:14])[C:5]2[CH:11]=[C:10]([CH:12]=O)[CH:9]=[N:8][C:6]=2[N:7]=1.[NH2:15][C:16]1[CH:37]=[CH:36][C:19]([C:20]([NH:22][C@H:23]([C:31]([O:33][CH2:34][CH3:35])=[O:32])[CH2:24][CH2:25][C:26]([O:28][CH2:29][CH3:30])=[O:27])=[O:21])=[CH:18][CH:17]=1>C(O)(=O)C.[Ni]>[NH2:1][C:2]1[N:3]=[C:4]([NH2:14])[C:5]2[CH:11]=[C:10]([CH2:12][NH:15][C:16]3[CH:17]=[CH:18][C:19]([C:20]([NH:22][C@H:23]([C:31]([O:33][CH2:34][CH3:35])=[O:32])[CH2:24][CH2:25][C:26]([O:28][CH2:29][CH3:30])=[O:27])=[O:21])=[CH:36][CH:37]=3)[CH:9]=[N:8][C:6]=2[N:7]=1. Reported procedure: A solution of compound III (1.47 g, 5.90 mmol) in warm 70% acetic acid (59 ml) was cooled to 25° C., treated with diethyl p-aminobenzoyl-L-glutamate (2.28 g, 7.08 mmol) and hydrogenated in the presence of Raney nickel (6.3 g, weighed wet) at 25° C. and atmospheric pressure for 17 hours. The mixture was filtered and the catalyst was washed with 70% acetic acid (25 ml). The combined filtrate and wash was evaporated to dryness under high vacuum, and a solution of the residue in ethanol was filtered... Reactants: O=C(Cl)C(=O)Cl, O=C(O)c1cc2cc([N+](=O)[O-])ccc2o1, ClCCl, CN(C)C=O. Yields the product NC(=O)c1cc2cc([N+](=O)[O-])ccc2o1. As a reaction SMILES: [C:19]([Cl:20])(=[O:21])[C:22]([Cl:23])=[O:24].[C:1](=[O:2])([OH:3])[c:4]1[o:5][c:6]2[c:7]([cH:8]1)[cH:9][c:10]([N+:13](=[O:14])[O-:15])[cH:11][cH:12]2.[Cl:16][CH2:17][Cl:18].[O:25]=[CH:26][N:27]([CH3:28])[CH3:29]>>[C:1](=[O:2])([c:4]1[o:5][c:6]2[c:7]([cH:8]1)[cH:9][c:10]([N+:13](=[O:14])[O-:15])[cH:11][cH:12]2)[NH2:27]. Starting materials: OC(=CC(=O)OCC)C (ethyl 3-hydroxybut-2-enoate), CC(C)(C)[S@](=O)N ((S)-2-methylpropane-2-sulfinamide), IC=1C(=NC=CC1)N[C@H](C)C1CCOCC1 ((R)-3-iodo-N-(1-(tetrahydro-2H-pyran-4-yl)ethyl)pyridin-2-amine), C=1(C(=CC=CC1)O)C1=CC=CC=C1 (biphenyl-2-ol), C([O-])([O-])=O.[Cs+].[Cs+] (cesium carbonate). Reagents/catalysts: [Cu]I (copper(I) iodide). Run in C1CCOC1 (THF). Conditions: temperature 100 celsius, time 24 hour. The product is CC(C)(C)[S@](=O)N ((S)-2-methylpropane-2-sulfinamide), CC1=C(C=2C(=NC=CC2)N1[C@H](C)C1CCOCC1)C(=O)OCC ((R)-ethyl 2-methyl-1-(1-(tetrahydro-2H-pyran-4-yl)ethyl)-1H-pyrrolo[2,3-b]pyridine-3-carboxylate). Yield: 81.0%. As a reaction SMILES: [CH3:1][C:2]([S@@:5]([NH2:7])=[O:6])([CH3:4])[CH3:3].I[C:9]1[C:10]([NH:15][C@@H:16]([CH:18]2[CH2:23][CH2:22][O:21][CH2:20][CH2:19]2)[CH3:17])=[N:11][CH:12]=[CH:13][CH:14]=1.C1(C2C=CC=CC=2)C(O)=CC=CC=1.C(=O)([O-])[O-].[Cs+].[Cs+].O[C:44]([CH3:51])=[CH:45][C:46]([O:48][CH2:49][CH3:50])=[O:47]>C1COCC1.[Cu]I>[CH3:1][C:2]([S@@:5]([NH2:7])=[O:6])([CH3:4])[CH3:3].[CH3:51][C:44]1[N:15]([C@@H:16]([CH:18]2[CH2:23][CH2:22][O:21][CH2:20][CH2:19]2)[CH3:17])[C:10]2=[N:11][CH:12]=[CH:13][CH:14]=[C:9]2[C:45]=1[C:46]([O:48][CH2:49][CH3:50])=[O:47] |f:3.4.5|. Reported procedure: A re-sealable vial containing (S)- or (R)-3-iodo-N-(1-(tetrahydro-2H-pyran-4-yl)ethyl)pyridin-2-amine (0.333 g, 1.002 mmol), copper(I) iodide (0.0084 g, 0.044 mmol), biphenyl-2-ol (0.018 g, 0.106 mmol), and cesium carbonate (0.672 g, 2.062 mmol) was diluted with THF (3.5 mL). To the orange mixture was added ethyl 3-hydroxybut-2-enoate (0.25 mL, 1.977 mmol). The resultant blue-green contents were evacuated and purged with N2 (g) (3×). The vial was subsequently sealed and heated to 100° C. After 2... Starting materials: COc1ccc2[nH]c(C(=O)N3CCC(Nc4ccc(CCNCC(O)COc5ccc(O[Si](c6ccccc6)(c6ccccc6)C(C)(C)C)cc5)cc4)CC3)cc2c1, CO, ClC(Cl)Cl. Product: COc1ccc2[nH]c(C(=O)N3CCC(Nc4ccc(CCNCC(O)COc5ccc(O)cc5)cc4)CC3)cc2c1. RXN SMILES: [C:1]([Si:2]([c:3]1[cH:4][cH:5][cH:47][cH:48][cH:49]1)([O:6][c:7]1[cH:8][cH:9][c:10]([O:11][CH2:12][CH:13]([CH2:14][NH:15][CH2:16][CH2:17][c:18]2[cH:19][cH:20][c:21]([NH:22][CH:23]3[CH2:24][CH2:25][N:26]([C:29](=[O:30])[c:31]4[nH:32][c:33]5[cH:34][cH:35][c:36]([O:40][CH3:41])[cH:37][c:38]5[cH:39]4)[CH2:27][CH2:28]3)[cH:42][cH:43]2)[OH:44])[cH:45][cH:46]1)[c:50]1[cH:51][cH:52][cH:53][cH:54][cH:55]1)([CH3:56])([CH3:57])[CH3:58].[CH3:59][OH:60].[CH:61]([Cl:62])([Cl:63])[Cl:64]>>[OH:6][c:7]1[cH:8][cH:9][c:10]([O:11][CH2:12][CH:13]([CH2:14][NH:15][CH2:16][CH2:17][c:18]2[cH:19][cH:20][c:21]([NH:22][CH:23]3[CH2:24][CH2:25][N:26]([C:29](=[O:30])[c:31]4[nH:32][c:33]5[cH:34][cH:35][c:36]([O:40][CH3:41])[cH:37][c:38]5[cH:39]4)[CH2:27][CH2:28]3)[cH:42][cH:43]2)[OH:44])[cH:45][cH:46]1. Starting materials: CC1=NC(C=Cc2ccc(Br)cc2)(C(O[SiH](C)C)C(C)(C)C)CO1, CCO. Yields the product CC1=NC(CCc2ccc(Br)cc2)(C(O[SiH](C)C)C(C)(C)C)CO1. As a reaction SMILES: [Br:1][c:2]1[cH:3][cH:4][c:5]([CH:8]=[CH:9][C:10]2([CH:16]([O:17][SiH:18]([CH3:19])[CH3:20])[C:21]([CH3:22])([CH3:23])[CH3:24])[N:11]=[C:12]([CH3:15])[O:13][CH2:14]2)[cH:6][cH:7]1.[CH3:25][CH2:26][OH:27]>>[Br:1][c:2]1[cH:3][cH:4][c:5]([CH2:8][CH2:9][C:10]2([CH:16]([O:17][SiH:18]([CH3:19])[CH3:20])[C:21]([CH3:22])([CH3:23])[CH3:24])[N:11]=[C:12]([CH3:15])[O:13][CH2:14]2)[cH:6][cH:7]1. Starting materials: C(C)(C)(C)OC(=O)N1C[C@H]([C@@H](CC1)C1=CC(=CC=C1)C)O (trans -N-t-butoxycarbonyl-4-(3-methylphenyl)-3 hydroxypiperidine), Cl (HCl). Run in CCOC(=O)C (EtOAc). Run at temperature 0 celsius, time 10 minute. Product: Cl.CC=1C=C(C=CC1)[C@H]1[C@@H](CNCC1)O (trans-4-(3-Methylphenyl)-3 hydroxypiperidine hydrochloride). Reaction SMILES: C(OC([N:8]1[CH2:13][CH2:12][C@@H:11]([C:14]2[CH:19]=[CH:18][CH:17]=[C:16]([CH3:20])[CH:15]=2)[C@H:10]([OH:21])[CH2:9]1)=O)(C)(C)C.[ClH:22]>CCOC(C)=O>[ClH:22].[CH3:20][C:16]1[CH:15]=[C:14]([C@@H:11]2[CH2:12][CH2:13][NH:8][CH2:9][C@H:10]2[OH:21])[CH:19]=[CH:18][CH:17]=1 |f:3.4|. Procedure details: To a solution of trans -N-t-butoxycarbonyl-4-(3-methylphenyl)-3 hydroxypiperidine, (0.20 g, 0.12 mmol) in EtOAc (50 ml) at 0° C. was bubbled HCl gas until saturated. The reaction was stirred at 0° C. for 10 min and then the solvent evaporated in vacuo to afford the product as a white foam.